Task: describe an organic reaction: reactants, conditions, products, and yield. Dataset: the Open Reaction Database (ORD), a public repository of structured organic reaction records Starting materials: ClC1=C(C=C(S1)C=O)C (5-Chloro-4-methyl-thiophene-2-carbaldehyde), [NH4+].[Cl-] (NH4Cl), [O-]CC (ethoxide), aldehyde, C(C)OC(CN=[N+]=[N-])=O (azido-acetic acid ethyl ester). The solvent is C(C)O (ethanol). Run at temperature 10 celsius. The product is C(C)OC(=O)C1=CC2=C(N1)C(=C(S2)Cl)C (2-Chloro-3-methyl-4H-thieno[3,2-b]pyrrole-5-carboxylic acid ethyl ester). Reaction SMILES: [Cl:1][C:2]1[S:6][C:5]([CH:7]=O)=[CH:4][C:3]=1[CH3:9].[CH2:10]([O:12][C:13](=[O:18])[CH2:14][N:15]=[N+]=[N-])[CH3:11].[O-]CC.[NH4+].[Cl-]>C(O)C>[CH2:10]([O:12][C:13]([C:14]1[NH:15][C:4]2[C:3]([CH3:9])=[C:2]([Cl:1])[S:6][C:5]=2[CH:7]=1)=[O:18])[CH3:11] |f:3.4|. Procedure: 5-Chloro-4-methyl-thiophene-2-carbaldehyde was annulated according to Procedure H (aldehyde and azido-acetic acid ethyl ester was added as ethanol solution (1 M of ester) to −20° C. ethoxide solution; allow to warm to 10° C. over 2 h, 10° C. 2 h; reaction poured into cold saturated aqueous NH4Cl; after ether extraction, acrylate organic phase washed with water until aqueous phase was neutral; solution of crude acrylate added to refluxing xylenes over 5 min and then heated at reflux). The reactants are CO, [NH4+], CCOC(=O)C(C)N1CCOCC1, [OH-]. Yields the product CC(C(N)=O)N1CCOCC1. Reaction SMILES: [CH3:16][OH:17].[NH4+:1].[O:3]1[CH2:4][CH2:5][N:6]([CH:9]([C:10](=[O:11])[O:12][CH2:13][CH3:14])[CH3:15])[CH2:7][CH2:8]1.[OH-:2]>>[NH2:1][C:10]([CH:9]([N:6]1[CH2:5][CH2:4][O:3][CH2:8][CH2:7]1)[CH3:15])=[O:11]. Reaction SMILES: [Al+3:2].[H-:1].[H-:4].[H-:5].[H-:6].[Li+:3].[O:18]1[CH2:19][CH2:20][CH2:21][CH2:22]1.[O:23]1[CH2:24][CH2:25][O:26][CH2:27][CH2:28]1.[nH:7]1[cH:8][c:9]([C:16]#[N:17])[c:10]2[cH:11][cH:12][cH:13][cH:14][c:15]12>>[nH:7]1[cH:8][c:9]([CH2:16][NH2:17])[c:10]2[cH:11][cH:12][cH:13][cH:14][c:15]12. The reactants are [Al+3], [H-], [H-], [H-], [H-], [Li+], C1CCOC1, C1COCCO1, N#Cc1c[nH]c2ccccc12. Product: NCc1c[nH]c2ccccc12. The reactants are CN(C)C=O, CCOC(C)=O, ClCCCc1ccccc1, [H-], Nc1ncc2cc(-c3c(Cl)cccc3Cl)c(=O)[nH]c2n1, [Na+], O. The product is Nc1ncc2cc(-c3c(Cl)cccc3Cl)c(=O)n(CCCc3ccccc3)c2n1. RXN SMILES: [CH3:34][N:35]([CH3:36])[CH:37]=[O:38].[CH3:39][CH2:40][O:41][C:42](=[O:43])[CH3:44].[Cl:23][CH2:24][CH2:25][CH2:26][c:27]1[cH:28][cH:29][cH:30][cH:31][cH:32]1.[H-:2].[NH2:3][c:4]1[n:5][cH:6][c:7]2[c:8]([n:9]1)[nH:10][c:11](=[O:22])[c:12](-[c:14]1[c:15]([Cl:21])[cH:16][cH:17][cH:18][c:19]1[Cl:20])[cH:13]2.[Na+:1].[OH2:33]>>[NH2:3][c:4]1[n:5][cH:6][c:7]2[c:8]([n:9]1)[n:10]([CH2:24][CH2:25][CH2:26][c:27]1[cH:28][cH:29][cH:30][cH:31][cH:32]1)[c:11](=[O:22])[c:12](-[c:14]1[c:15]([Cl:21])[cH:16][cH:17][cH:18][c:19]1[Cl:20])[cH:13]2.